This data is from the Open Reaction Database (ORD), a public repository of structured organic reaction records. The task is: describe an organic reaction: reactants, conditions, products, and yield Starting materials: CO, C[O-], CO, Nc1nc(OCCCO)nc2c1nc(Br)n2Cc1ccccc1, [Na+]. Yields the product COc1nc2c(N)nc(OCCCO)nc2n1Cc1ccccc1. As a reaction SMILES: [CH3:24][OH:25].[CH3:26][O-:27].[CH3:29][OH:30].[NH2:1][c:2]1[c:3]2[n:4][c:5]([Br:23])[n:6]([CH2:16][c:17]3[cH:18][cH:19][cH:20][cH:21][cH:22]3)[c:7]2[n:8][c:9]([O:11][CH2:12][CH2:13][CH2:14][OH:15])[n:10]1.[Na+:28]>>[NH2:1][c:2]1[c:3]2[n:4][c:5]([O:25][CH3:24])[n:6]([CH2:16][c:17]3[cH:18][cH:19][cH:20][cH:21][cH:22]3)[c:7]2[n:8][c:9]([O:11][CH2:12][CH2:13][CH2:14][OH:15])[n:10]1.